describe an organic reaction: reactants, conditions, products, and yield From a dataset of the Open Reaction Database (ORD), a public repository of structured organic reaction records. Starting materials: Cl.C1(=CC=CC=C1)P(C1=C(CN[C@H]2[C@@H](CCCC2)N)C=CC=C1)C1=CC=CC=C1 ((1R,2R)-N-(2-diphenylphosphanylbenzyl)cyclohexane-1,2-diamine hydrochloride), C(C)(C)(C)C1=CC(=CC(=C1O)C(C)(C)C)C (2,6-di-tert.-butyl-p-cresol), C1(=CC=CC=C1)P(C1=C(C=O)C=C(C=C1)OCC1=CC=C(C=C1)C=C)C1=CC=CC=C1 (2-diphenylphosphanyl-5-(4-vinylbenzyloxy)benzaldehyde), C(O)([O-])=O.[Na+] (sodium hydrogen carbonate), C1(=CC=CC=C1)P(C1=C(CN[C@H]2[C@@H](CCCC2)N)C=CC=C1)C1=CC=CC=C1 ((1R,2R)-N-(2-diphenylphosphanylbenzyl)cyclohexane-1,2-diamine), sodium hydridoborate. The solvent is C(Cl)Cl (methylene chloride), C(C)O (ethanol). Conditions: time 3 hour. The product is C1(=CC=CC=C1)P(C1=C(CN([C@H]2[C@@H](CCCC2)N)CC2=C(C=CC(=C2)OCC2=CC=C(C=C2)C=C)P(C2=CC=CC=C2)C2=CC=CC=C2)C=CC=C1)C1=CC=CC=C1 ((1R,2R)-N-(2-diphenylphosphanylbenzyl)-N-[2-diphenylphosphanyl-5-(4-vinylbenzyloxy)benzyl]cyclohexane-1,2-diamine). The yield is 79.0%. Reaction SMILES: Cl.[C:2]1([P:8]([C:24]2[CH:29]=[CH:28][CH:27]=[CH:26][CH:25]=2)[C:9]2[CH:23]=[CH:22][CH:21]=[CH:20][C:10]=2[CH2:11][NH:12][C@@H:13]2[CH2:18][CH2:17][CH2:16][CH2:15][C@H:14]2[NH2:19])[CH:7]=[CH:6][CH:5]=[CH:4][CH:3]=1.C(=O)([O-])O.[Na+].C1(P(C2C=CC=CC=2)C2C=CC=CC=2CN[C@@H]2CCCC[C@H]2N)C=CC=CC=1.[C:63]1([P:69]([C:88]2[CH:93]=[CH:92][CH:91]=[CH:90][CH:89]=2)[C:70]2[CH:77]=[CH:76][C:75]([O:78][CH2:79][C:80]3[CH:85]=[CH:84][C:83]([CH:86]=[CH2:87])=[CH:82][CH:81]=3)=[CH:74][C:71]=2[CH:72]=O)[CH:68]=[CH:67][CH:66]=[CH:65][CH:64]=1.C(C1C(O)=C(C(C)(C)C)C=C(C)C=1)(C)(C)C>C(O)C.C(Cl)Cl>[C:2]1([P:8]([C:24]2[CH:29]=[CH:28][CH:27]=[CH:26][CH:25]=2)[C:9]2[CH:23]=[CH:22][CH:21]=[CH:20][C:10]=2[CH2:11][N:12]([CH2:72][C:71]2[CH:74]=[C:75]([O:78][CH2:79][C:80]3[CH:85]=[CH:84][C:83]([CH:86]=[CH2:87])=[CH:82][CH:81]=3)[CH:76]=[CH:77][C:70]=2[P:69]([C:88]2[CH:93]=[CH:92][CH:91]=[CH:90][CH:89]=2)[C:63]2[CH:64]=[CH:65][CH:66]=[CH:67][CH:68]=2)[C@@H:13]2[CH2:18][CH2:17][CH2:16][CH2:15][C@H:14]2[NH2:19])[CH:7]=[CH:6][CH:5]=[CH:4][CH:3]=1 |f:0.1,2.3|. Reported procedure: 2.54 g of (1R,2R)-N-(2-diphenylphosphanylbenzyl)cyclohexane-1,2-diamine hydrochloride (6 mmol) are combined with 100 ml of methylene chloride and 100 ml of saturated sodium hydrogen carbonate solution. Once the phases have separated, the aqueous phase is extracted twice more with methylene chloride and the combined organic phases are washed with saturated sodium chloride solution. Drying is then performed with magnesium sulfate and the solvent removed in a rotary evaporator. After drying under a... Reactants: O=C([O-])O, C=C(C)C, C1COCCO1, O=C(O)CCCI, [Na+], O=S(=O)(O)O. Product: CC(C)(C)OC(=O)CCCI. RXN SMILES: [C:17](=[O:18])([OH:19])[O-:20].[CH2:13]=[C:14]([CH3:15])[CH3:16].[CH2:22]1[O:23][CH2:24][CH2:25][O:26][CH2:27]1.[I:6][CH2:7][CH2:8][CH2:9][C:10](=[O:11])[OH:12].[Na+:21].[S:1](=[O:2])(=[O:3])([OH:4])[OH:5]>>[I:6][CH2:7][CH2:8][CH2:9][C:10](=[O:11])[O:12][C:14]([CH3:13])([CH3:15])[CH3:16]. Product: C(C)(C)(C)OC(=O)NCCC(=O)OCC(C=1C=NC=CC1)=O (2-Oxo-2-(pyridin-3-yl)ethyl 3-(tert-butoxycarbonylamino)propanoate). RXN SMILES: [C:1]([O:5][C:6]([NH:8][CH2:9][CH2:10][C:11]([OH:13])=[O:12])=[O:7])([CH3:4])([CH3:3])[CH3:2].Br.Br[CH2:16][C:17]([C:19]1[CH:20]=[N:21][CH:22]=[CH:23][CH:24]=1)=[O:18]>>[C:1]([O:5][C:6]([NH:8][CH2:9][CH2:10][C:11]([O:13][CH2:16][C:17](=[O:18])[C:19]1[CH:20]=[N:21][CH:22]=[CH:23][CH:24]=1)=[O:12])=[O:7])([CH3:4])([CH3:2])[CH3:3] |f:1.2|. Procedure details: The product was obtained starting from 3-(tert-butoxycarbonylamino)propanoic acid (1 g, 5.29 mmol) and 2-bromo-1-(pyridin-3-yl)ethanone hydrobromide (1.48 g, 5.29 mmol) according to the method described in example 7, step 1 after purification by flash chromatography (using silica gel and an ethyl acetate/heptane gradient) as white solid (1.255 g, 4.07 mmol, 77.0%). MS: M=309.2 (M+H)+ Starting materials: C(C)(C)(C)OC(=O)NCCC(=O)O (3-(tert-butoxycarbonylamino)propanoic acid), Br.BrCC(=O)C=1C=NC=CC1 (2-bromo-1-(pyridin-3-yl)ethanone hydrobromide), solid. The reactants are Cl.N1=C(C=CC=C1)CCl (2-pyridylmethyl chloride hydrochloride), OC1=CC=C(C=C1)CC(C)NCC(C1=CC=CC=C1)C1=CC=CC=C1 (1-(4-hydroxyphenyl)-2-(2,2,-diphenylethylamino)-propane), [OH-].[Na+] (sodium hydroxide), CS(=O)C (dimethylsulphoxide), O (water), O (water). Run at time 8 hour. The product is C(\C=C/C(=O)O)(=O)O.N1=C(C=CC=C1)COC1=CC=C(C=C1)CC(C)NCC(C1=CC=CC=C1)C1=CC=CC=C1 (1-[4-(2-pyridylmethoxy)-phenyl]-2-(2,2-diphenylethylamino)-propane maleate). RXN SMILES: [OH:1][C:2]1[CH:7]=[CH:6][C:5]([CH2:8][CH:9]([NH:11][CH2:12][CH:13]([C:20]2[CH:25]=[CH:24][CH:23]=[CH:22][CH:21]=2)[C:14]2[CH:19]=[CH:18][CH:17]=[CH:16][CH:15]=2)[CH3:10])=[CH:4][CH:3]=1.[OH-:26].[Na+].CS(C)=[O:30].Cl.[N:33]1[CH:38]=[CH:37][CH:36]=[CH:35][C:34]=1[CH2:39]Cl.[OH2:41]>>[C:2]([OH:1])(=[O:30])/[CH:7]=[CH:6]\[C:5]([OH:41])=[O:26].[N:33]1[CH:38]=[CH:37][CH:36]=[CH:35][C:34]=1[CH2:39][O:1][C:2]1[CH:3]=[CH:4][C:5]([CH2:8][CH:9]([NH:11][CH2:12][CH:13]([C:20]2[CH:21]=[CH:22][CH:23]=[CH:24][CH:25]=2)[C:14]2[CH:15]=[CH:16][CH:17]=[CH:18][CH:19]=2)[CH3:10])=[CH:6][CH:7]=1 |f:1.2,4.5,7.8|. Reported procedure: The mixture of 3,4 g of 1-(4-hydroxyphenyl)-2-(2,2,-diphenylethylamino)-propane, 1.0 g of sodium hydroxide in 5 ml of water, and 50 ml of dimethylsulphoxide is warmed to 60°, and 1.7 g of 2-pyridylmethyl chloride hydrochloride are added. The mixture is stirred overnight at ambient temperature, then diluted with water and extracted with ethyl acetate. The extract is washed with brine, dried, evaporated and the residue dissolved in 30 ml of warm methanol. The solution is treated with 1.1 g of male... The reactants are CC(=O)Nc1ccc(Oc2ccccc2)cc1[N+](=O)[O-], CO, [Na+], [OH-], O. Product: Nc1ccc(Oc2ccccc2)cc1[N+](=O)[O-]. RXN SMILES: [C:1](=[O:2])([CH3:3])[NH:4][c:5]1[c:6]([N+:18](=[O:19])[O-:20])[cH:7][c:8]([O:11][c:12]2[cH:13][cH:14][cH:15][cH:16][cH:17]2)[cH:9][cH:10]1.[CH3:23][OH:24].[Na+:22].[OH-:21].[OH2:25]>>[NH2:4][c:5]1[c:6]([N+:18](=[O:19])[O-:20])[cH:7][c:8]([O:11][c:12]2[cH:13][cH:14][cH:15][cH:16][cH:17]2)[cH:9][cH:10]1. Starting materials: ClC=1C=C2N=C3CCCCC3=C(C2=C(C1)Cl)O (6,8-dichloro-1,2,3,4-tetrahydro-acridin-9-ol), P(=O)(Cl)(Cl)Cl (phosphorus oxychloride). Product: ClC=1C=C2N=C3CCCCC3=C(C2=C(C1)Cl)Cl (6,8,9-Trichloro-1,2,3,4-tetrahydro-acridine). Isolated yield 68.0%. RXN SMILES: [Cl:1][C:2]1[CH:3]=[C:4]2[C:13](=[C:14]([Cl:16])[CH:15]=1)[C:12](O)=[C:11]1[C:6]([CH2:7][CH2:8][CH2:9][CH2:10]1)=[N:5]2.P(Cl)(Cl)([Cl:20])=O>>[Cl:1][C:2]1[CH:3]=[C:4]2[C:13](=[C:14]([Cl:16])[CH:15]=1)[C:12]([Cl:20])=[C:11]1[C:6]([CH2:7][CH2:8][CH2:9][CH2:10]1)=[N:5]2. Reported procedure: A solution of 6,8-dichloro-1,2,3,4-tetrahydro-acridin-9-ol (18 g, 6.7 mmoL) in phosphorus oxychloride (45 mL) was heated to 135 degree Celsius for 45 min. After the excess phosphorus oxychloride was distilled under vacuum, the remaining mixture was allowed to cool to room temperature and treated with saturated sodium bicarbonate. The resulting suspension was extracted with diethyl ether (×3). The combined ether extract was washed with brine, dried with sodium sulfate, filtered and concentrated. ... The yield is 42.2%. Procedure: A solution of [2-dimethylamino-6-methoxybenzothien-3-yl][4-[2-(1-piperidinyl)ethoxy]phenyl]methanone (1.5 g, 3.6 mmol)(see U.S. Pat. No. 5,420,349) in chlorobenzene (15 mL) was cooled to 0° and treated with a 0.73 M THF solution of 3-fluoro-4-methoxyphenylmagnesium bromide (16.0 mL, 11.7 mmol)(prepared from 4-bromo-2-fluoroanisole, catalytic iodine, and magnesium turnings in THF). The mixture was allowed to warm to ambient temperature and when the starting material was consumed, the reaction was... The product is FC=1C=C(C=CC1OC)C1=C(C2=C(S1)C=C(C=C2)OC)C(=O)C2=CC=C(C=C2)OCCN2CCCCC2 ([2-(3-fluoro-4-methoxyphenyl)-6-methoxybenzo[b]thien-3-yl][4-[2-(1-piperidinyl)ethoxy]phenyl]methanone). RXN SMILES: CN(C)[C:3]1[S:4][C:5]2[CH:28]=[C:27]([O:29][CH3:30])[CH:26]=[CH:25][C:6]=2[C:7]=1[C:8]([C:10]1[CH:15]=[CH:14][C:13]([O:16][CH2:17][CH2:18][N:19]2[CH2:24][CH2:23][CH2:22][CH2:21][CH2:20]2)=[CH:12][CH:11]=1)=[O:9].C1COCC1.[F:37][C:38]1[CH:39]=[C:40]([Mg]Br)[CH:41]=[CH:42][C:43]=1[O:44][CH3:45]>ClC1C=CC=CC=1>[F:37][C:38]1[CH:39]=[C:40]([C:3]2[S:4][C:5]3[CH:28]=[C:27]([O:29][CH3:30])[CH:26]=[CH:25][C:6]=3[C:7]=2[C:8]([C:10]2[CH:11]=[CH:12][C:13]([O:16][CH2:17][CH2:18][N:19]3[CH2:24][CH2:23][CH2:22][CH2:21][CH2:20]3)=[CH:14][CH:15]=2)=[O:9])[CH:41]=[CH:42][C:43]=1[O:44][CH3:45]. Starting materials: CN(C=1SC2=C(C1C(=O)C1=CC=C(C=C1)OCCN1CCCCC1)C=CC(=C2)OC)C ([2-dimethylamino-6-methoxybenzothien-3-yl][4-[2-(1-piperidinyl)ethoxy]phenyl]methanone), C1CCOC1 (THF), FC=1C=C(C=CC1OC)[Mg]Br (3-fluoro-4-methoxyphenylmagnesium bromide). The solvent is ClC1=CC=CC=C1 (chlorobenzene). The reactants are Cc1ccccc1, CCOC(C)=O, C=C[Sn](CCCC)(CCCC)CCCC, [F-], COC(=O)c1cccc(I)c1, [K+], O, c1ccc(P(c2ccccc2)(c2ccccc2)[Pd](P(c2ccccc2)(c2ccccc2)c2ccccc2)(P(c2ccccc2)(c2ccccc2)c2ccccc2)P(c2ccccc2)(c2ccccc2)c2ccccc2)cc1. The product is CCc1cccc(C(=O)OC)c1. Reaction SMILES: [CH3:29][c:30]1[cH:31][cH:32][cH:33][cH:34][cH:35]1.[CH3:37][CH2:38][O:39][C:40](=[O:41])[CH3:42].[CH:12](=[CH2:13])[Sn:14]([CH2:15][CH2:16][CH2:17][CH3:18])([CH2:19][CH2:20][CH2:21][CH3:22])[CH2:23][CH2:24][CH2:25][CH3:26].[F-:27].[I:1][c:2]1[cH:3][c:4]([C:5](=[O:6])[O:7][CH3:8])[cH:9][cH:10][cH:11]1.[K+:28].[OH2:36].[cH:43]1[cH:44][cH:45][c:46]([P:47]([Pd:48]([P:49]([c:50]2[cH:51][cH:52][cH:53][cH:54][cH:55]2)([c:56]2[cH:57][cH:58][cH:59][cH:60][cH:61]2)[c:62]2[cH:63][cH:64][cH:65][cH:66][cH:67]2)([P:68]([c:69]2[cH:70][cH:71][cH:72][cH:73][cH:74]2)([c:75]2[cH:76][cH:77][cH:78][cH:79][cH:80]2)[c:81]2[cH:82][cH:83][cH:84][cH:85][cH:86]2)[P:87]([c:88]2[cH:89][cH:90][cH:91][cH:92][cH:93]2)([c:94]2[cH:95][cH:96][cH:97][cH:98][cH:99]2)[c:100]2[cH:101][cH:102][cH:103][cH:104][cH:105]2)([c:106]2[cH:107][cH:108][cH:109][cH:110][cH:111]2)[c:112]2[cH:113][cH:114][cH:115][cH:116][cH:117]2)[cH:118][cH:119]1>>[c:2]1([CH2:12][CH3:13])[cH:3][c:4]([C:5](=[O:6])[O:7][CH3:8])[cH:9][cH:10][cH:11]1.